This data is from the Open Reaction Database (ORD), a public repository of structured organic reaction records. The task is: describe an organic reaction: reactants, conditions, products, and yield The reactants are FC1=C(C=CC(=C1)B1OC(C(O1)(C)C)(C)C)C=1C=NC(=NC1)N (5-(2-fluoro-4-(4,4,5,5-tetramethyl-1,3,2-dioxaborolan-2-yl)phenyl)pyrimidin-2-amine), BrC1=C(C=CC=C1)S(=O)(=O)CC(=O)N (2-((2-bromophenyl)sulfonyl)acetamide). The product is NC1=NC=C(C=N1)C1=C(C=C(C=C1)C1=C(C=CC=C1)S(=O)(=O)CC(=O)N)F (2-{[4′-(2-Aminopyrimidin-5-yl)-3′-fluorobiphenyl-2-yl]sulfonyl}acetamide). RXN SMILES: [F:1][C:2]1[CH:7]=[C:6](B2OC(C)(C)C(C)(C)O2)[CH:5]=[CH:4][C:3]=1[C:17]1[CH:18]=[N:19][C:20]([NH2:23])=[N:21][CH:22]=1.Br[C:25]1[CH:30]=[CH:29][CH:28]=[CH:27][C:26]=1[S:31]([CH2:34][C:35]([NH2:37])=[O:36])(=[O:33])=[O:32]>>[NH2:23][C:20]1[N:21]=[CH:22][C:17]([C:3]2[CH:4]=[CH:5][C:6]([C:25]3[CH:30]=[CH:29][CH:28]=[CH:27][C:26]=3[S:31]([CH2:34][C:35]([NH2:37])=[O:36])(=[O:33])=[O:32])=[CH:7][C:2]=2[F:1])=[CH:18][N:19]=1. Reported procedure: The title compound was prepared using analogous conditions to those described in Example 6 utilizing 5-(2-fluoro-4-(4,4,5,5-tetramethyl-1,3,2-dioxaborolan-2-yl)phenyl)pyrimidin-2-amine and 2-((2-bromophenyl)sulfonyl)acetamide. MS (ESI): mass calcd. for C18H15FN4O3S, 386.41; m/z found, 387.1 [M+H]+. 1H NMR (500 MHz, CD3OD) δ 8.55 (d, J=1.4, 2H), 8.15 (dd, J=7.9, 1.2, 1H), 7.80-7.72 (m, 1H), 7.69-7.61 (m, 1H), 7.59-7.53 (m, 1H), 7.43 (dd, J=7.5, 1.3, 1H), 7.39-7.30 (m, 2H).